Dataset: the Open Reaction Database (ORD), a public repository of structured organic reaction records. Task: describe an organic reaction: reactants, conditions, products, and yield Starting materials: C(C)(C)OC1=CC=C(C=N1)OC1=CC=C(C=C1)CC[C@@H](C(C)C)N ((S)-1-{2-[4-(6-Isopropoxypyridin-3-yloxy)phenyl]ethyl}-2-methylpropylamine), C(C)(=O)OC(C)=O (acetic anhydride). Product: C(C)(C)OC1=CC=C(C=N1)OC1=CC=C(C=C1)CC[C@@H](C(C)C)NC(C)=O (N—((S)-1-{2-[4-(6-Isopropoxypyridin-3-yloxy)phenyl]ethyl}-2-methylpropyl)acetamide). As a reaction SMILES: [CH:1]([O:4][C:5]1[N:10]=[CH:9][C:8]([O:11][C:12]2[CH:17]=[CH:16][C:15]([CH2:18][CH2:19][C@H:20]([NH2:24])[CH:21]([CH3:23])[CH3:22])=[CH:14][CH:13]=2)=[CH:7][CH:6]=1)([CH3:3])[CH3:2].[C:25](OC(=O)C)(=[O:27])[CH3:26]>>[CH:1]([O:4][C:5]1[N:10]=[CH:9][C:8]([O:11][C:12]2[CH:17]=[CH:16][C:15]([CH2:18][CH2:19][C@H:20]([NH:24][C:25](=[O:27])[CH3:26])[CH:21]([CH3:23])[CH3:22])=[CH:14][CH:13]=2)=[CH:7][CH:6]=1)([CH3:3])[CH3:2]. Reported procedure: (S)-1-{2-[4-(6-Isopropoxypyridin-3-yloxy)phenyl]ethyl}-2-methylpropylamine (50 mg, 0.152 mmol) was reacted with acetic anhydride in analogy to example 2a. Yield: 49 mg (88%), M+H+: 371.3.